describe an organic reaction: reactants, conditions, products, and yield From a dataset of the Open Reaction Database (ORD), a public repository of structured organic reaction records. Starting materials: CCOC(=O)c1cn(C)c2cc(F)c(F)cc2c1=O, Cl. Product: Cn1cc(C(=O)O)c(=O)c2cc(F)c(F)cc21. As a reaction SMILES: [CH2:1]([CH3:2])[O:3][C:4](=[O:5])[c:6]1[cH:7][n:8]([CH3:19])[c:9]2[cH:10][c:11]([F:18])[c:12]([F:17])[cH:13][c:14]2[c:15]1=[O:16].[ClH:20]>>[O:3]=[C:4]([OH:5])[c:6]1[cH:7][n:8]([CH3:19])[c:9]2[cH:10][c:11]([F:18])[c:12]([F:17])[cH:13][c:14]2[c:15]1=[O:16]. The reactants are NC1=CC=C(C=C1)C (p-toluidine), C(C1=CC=CC=C1)(=O)CC(=O)OCC (ethyl benzoylacetate), polyphosphoric acid, [OH-].[Na+] (NaOH), solid. Reaction conditions: temperature 130 celsius. Yields the product CC=1C=C2C(C=C(NC2=CC1)C1=CC=CC=C1)=O (6-Methyl-2-phenylquinolin-4(1H)-one). As a reaction SMILES: [NH2:1][C:2]1[CH:7]=[CH:6][C:5]([CH3:8])=[CH:4][CH:3]=1.[C:9]([CH2:17][C:18](OCC)=[O:19])(=O)[C:10]1[CH:15]=[CH:14][CH:13]=[CH:12][CH:11]=1.[OH-].[Na+]>>[CH3:8][C:5]1[CH:4]=[C:3]2[C:2](=[CH:7][CH:6]=1)[NH:1][C:9]([C:10]1[CH:15]=[CH:14][CH:13]=[CH:12][CH:11]=1)=[CH:17][C:18]2=[O:19] |f:2.3|. Procedure: A mixture of p-toluidine (2.14 g, 0.02 mole), ethyl benzoylacetate (4.9 g, 0.025 mole), and polyphosphoric acid (PPA) was heated at 130° C. with stirring. After the reaction was complete, the mixture was cooled to room temperature and neutralized with 4 M NaOH. The yellow solid was filtered, washed with water, dried and recrystallized from ethanol to give compound I-8-a as white solid (2.9 g, 48.9%). The product is Cl.ClCCN1C(=NC=2C(=NC=3C=CC=CC3C21)N)COCC (1-(2-chloroethyl)-2-ethoxymethyl-1H-imidazo[4,5-c]quinolin-4-amine hydrochloride). The reactants are S(=O)(Cl)Cl (Thionyl chloride), C([O-])(O)=O.[Na+] (sodium bicarbonate), NC1=NC=2C=CC=CC2C2=C1N=C(N2CCO)COCC (4-amino-2-ethoxymethyl-1H-imidazo[4,5-c]quinoline-1-ethanol), CO.C(C)(=O)OCC (methanol ethyl acetate). Run in O (water). RXN SMILES: S(Cl)([Cl:3])=O.[NH2:5][C:6]1[C:15]2[N:16]=[C:17]([CH2:22][O:23][CH2:24][CH3:25])[N:18]([CH2:19][CH2:20]O)[C:14]=2[C:13]2[CH:12]=[CH:11][CH:10]=[CH:9][C:8]=2[N:7]=1.CO.C(OCC)(=O)C.C(=O)(O)[O-].[Na+]>O>[ClH:3].[Cl:3][CH2:20][CH2:19][N:18]1[C:14]2[C:13]3[CH:12]=[CH:11][CH:10]=[CH:9][C:8]=3[N:7]=[C:6]([NH2:5])[C:15]=2[N:16]=[C:17]1[CH2:22][O:23][CH2:24][CH3:25] |f:2.3,4.5,7.8|. Procedure details: Thionyl chloride (5 mL) and 4-amino-2-ethoxymethyl-1H-imidazo[4,5-c]quinoline-1-ethanol (1 g) were combined and heated on a steam bath until thin layer chromatography (20% methanol/ethyl acetate) showed the disappearance of starting material. The reaction mixture was cooled to ambient temperature and then slowly poured into a mixture of ice and water. The mixture was neutralized with sodium bicarbonate and then extracted 3 times with dichloromethane. The extracts were combined, washed 3 times wi... The reactants are COC(=O)C1CCC(C#N)CC1, CO, [Na+], [OH-]. Product: N#CC1CCC(C(=O)O)CC1. As a reaction SMILES: [C:1](#[N:2])[CH:3]1[CH2:4][CH2:5][CH:6]([C:9](=[O:10])[O:11][CH3:12])[CH2:7][CH2:8]1.[CH3:15][OH:16].[Na+:14].[OH-:13]>>[C:1](#[N:2])[CH:3]1[CH2:4][CH2:5][CH:6]([C:9](=[O:10])[OH:11])[CH2:7][CH2:8]1. Reactants: COC(=O)C=1C=NC=C(C1)C(=O)OC (Pyridine-3,5-dicarboxylic acid dimethyl ester), Rh PtO2. The solvent is CO (MeOH). Yields the product COC(=O)C1CNCC(C1)C(=O)OC (Piperidine-3,5-dicarboxylic acid dimethyl ester). Reaction SMILES: [CH3:1][O:2][C:3]([C:5]1[CH:6]=[N:7][CH:8]=[C:9]([C:11]([O:13][CH3:14])=[O:12])[CH:10]=1)=[O:4]>CO>[CH3:1][O:2][C:3]([CH:5]1[CH2:10][CH:9]([C:11]([O:13][CH3:14])=[O:12])[CH2:8][NH:7][CH2:6]1)=[O:4]. Procedure: Pyridine-3,5-dicarboxylic acid dimethyl ester (5.3 g, 27 mmol) and Rh/PtO2 (0.5 g) in MeOH (200 mL) are stirred under hydrogen overnight. The resulting mixture is filtered and the solvents are evaporated to give a brown oil. MS (LC-MS): 202 [M+H]+ Reactants: C1(=CC=CC=C1)C(N1N=C(N=C1)CCCOC1=NC=CC(=C1)CN)(C1=CC=CC=C1)C1=CC=CC=C1 (1-[2-({3-[1-(triphenylmethyl)-1H-1,2,4-triazol-3-yl]propyl}oxy)pyridin-4-yl]methaneamine), C1(=CC=CC=C1)C(N1N=C(N=C1)OCCOC=1C=C(C=CC1)CN)(C1=CC=CC=C1)C1=CC=CC=C1 (1-{3-[(2-{[1-(triphenylmethyl)-1H-1,2,4-triazol-3-yl]oxy}ethyl)oxy]phenyl}methanamine), O=C1NC(=NC2=CC=CC=C12)C(=O)OCC (ethyl 4-oxo-3,4-dihydro-2-quinazolinecarboxylate), C(#N)CC1=CSC=2N=C(NC(C21)=O)C(=O)OCC (ethyl 5-cyanomethyl-4-oxo-3,4-dihydrothieno[2,3-d]pyrimidine-2-carboxylate). Yields the product C(#N)CC1=CSC=2N=C(NC(C21)=O)C(=O)NCC2=CC(=CC=C2)OCCOC2=NNC=N2 (5-(cyanomethyl)-4-oxo-N-[(3-{[2-(1H-1,2,4-triazol-3-yloxy)ethyl]oxy}phenyl)methyl]-3,4-dihydrothieno[2,3-d]pyrimidine-2-carboxamide), powder. Yield: 38.0%. As a reaction SMILES: O=C1C2C(=CC=CC=2)N=C(C(OCC)=O)N1.[C:17]([CH2:19][C:20]1[C:28]2[C:27](=[O:29])[NH:26][C:25]([C:30]([O:32]CC)=O)=[N:24][C:23]=2[S:22][CH:21]=1)#[N:18].C1(C(C2C=CC=CC=2)(C2C=CC=CC=2)N2C=NC(CCCOC3C=C(CN)C=CN=3)=N2)C=CC=CC=1.C1(C(C2C=CC=CC=2)(C2C=CC=CC=2)[N:78]2[CH:82]=[N:81][C:80]([O:83][CH2:84][CH2:85][O:86][C:87]3[CH:88]=[C:89]([CH2:93][NH2:94])[CH:90]=[CH:91][CH:92]=3)=[N:79]2)C=CC=CC=1>>[C:17]([CH2:19][C:20]1[C:28]2[C:27](=[O:29])[NH:26][C:25]([C:30]([NH:94][CH2:93][C:89]3[CH:90]=[CH:91][CH:92]=[C:87]([O:86][CH2:85][CH2:84][O:83][C:80]4[N:81]=[CH:82][NH:78][N:79]=4)[CH:88]=3)=[O:32])=[N:24][C:23]=2[S:22][CH:21]=1)#[N:18]. Reported procedure: By a method similar to that in Example 22, and using, instead of ethyl 4-oxo-3,4-dihydro-2-quinazolinecarboxylate, ethyl 5-cyanomethyl-4-oxo-3,4-dihydrothieno[2,3-d]pyrimidine-2-carboxylate obtained in Reference Example 61 and using, instead of 1-[2-({3-[1-(triphenylmethyl)-1H-1,2,4-triazol-3-yl]propyl}oxy)pyridin-4-yl]methaneamine, 1-{3-[(2-{[1-(triphenylmethyl)-1H-1,2,4-triazol-3-yl]oxy}ethyl)oxy]phenyl}methanamine obtained in Reference Example 32, the title compound was obtained as a white po... Reactants: CC(C)(C(=O)O)c1ccccc1, NCc1ccccc1. The reagents and catalysts are CCN=C=NCCCN(C)C.Cl (EDC-HCl), CCN(CC)CC (TEA), C1=CC=C2C(=C1)N=NN2O (HOBt). Solvent: CN(C)C=O (DMF), CN(C)C=O (DMF), CN(C)C=O (DMF), CN(C)C=O (DMF), CN(C)C=O (DMF), CN(C)C=O (DMF). Run at temperature 25 celsius, time 2 hour. Yields the product CC(C)(C(=O)CNCc1ccccc1)c1ccccc1. Yield: 53.7%. RXN SMILES: NCc1ccccc1.CC(C)(C(=O)O)c1ccccc1.CCN=C=NCCCN(C)C.Cl.C1=CC=C2C(=C1)N=NN2O.CCN(CC)CC.CN(C)C=O>>CC(C)(C(=O)CNCc1ccccc1)c1ccccc1. The reactants are S(=O)(=O)(O)O.NO (hydroxylamine sulfate), FC=1C=C(C=CC1C)N (3-Fluoro-4-methyl-phenylamine), Cl (hydrochloric acid), ClC(C(O)O)(Cl)Cl (chloral hydrate), S(=O)(=O)([O-])[O-].[Na+].[Na+] (sodium sulfate). The solvent is O (water), O (water). Run at temperature 45 celsius, time 1 hour. Yields the product FC=1C=C(C=CC1C)NC(C=NO)=O (N-(3-Fluoro-4-methyl-phenyl)-2-hydroxyimino-acetamide). The yield is 94.4%. Reaction SMILES: Cl[C:2](Cl)(Cl)[CH:3]([OH:5])O.S([O-])([O-])(=O)=O.[Na+].[Na+].S(O)(O)(=O)=O.[NH2:20][OH:21].[F:22][C:23]1[CH:24]=[C:25]([NH2:30])[CH:26]=[CH:27][C:28]=1[CH3:29].Cl>O>[F:22][C:23]1[CH:24]=[C:25]([NH:30][C:3](=[O:5])[CH:2]=[N:20][OH:21])[CH:26]=[CH:27][C:28]=1[CH3:29] |f:1.2.3,4.5|. Procedure details: To a solution of chloral hydrate (2.97 g, 17.98 mmol) and anhydrous sodium sulfate (15.20 g, 107 mmol) in water (50 mL) add a mixture of hydroxylamine sulfate (13.67 g, 83.23 mmol), 3-Fluoro-4-methyl-phenylamine (2 g, 15.98 mmol), concentrated hydrochloric acid (1.67 mL) in water (17 mL). Heat the mixture at 45° C. for 2 h and at 75° C. for 1 hr. Cool the mixture to room temperature and filter the solid. Wash the solid with water and ethyl ether. Dry the solid under vacuum to yield the title com...